This data is from the Open Reaction Database (ORD), a public repository of structured organic reaction records. The task is: describe an organic reaction: reactants, conditions, products, and yield The reactants are C(C)(C)(C)OC(C(=O)OC)C1=C(C2=C(C(N1C)=O)SC1=C2CCCC1)C=1C(=C2CCCOC2=CC1)C (methyl 2-(tert-butoxy)-2-(2-methyl-4-(5-methylchroman-6-yl)-1-oxo-1,2,5,6,7,8-hexahydrobenzo[4,5]thieno[2,3-c]pyridin-3-yl)acetate), O.[OH-].[Li+] (lithium hydroxide hydrate), Cl (HCl). Run in O1CCCC1 (Tetrahydrofuran), O (Water). Reaction conditions: temperature 65 celsius, time 8 hour. The product is C(C)(C)(C)OC(C(=O)O)C1=C(C2=C(C(N1C)=O)SC1=C2CCCC1)C=1C(=C2CCCOC2=CC1)C (tert-Butoxy-[2-methyl-4-(5-methyl-chroman-6-yl)-1-oxo-1,2,5,6,7,8-hexahydro-benzo[4,5]thieno[2,3-c]pyridin-3-yl]-acetic acid). Yield: 58.0%. Reaction SMILES: [C:1]([O:5][CH:6]([C:11]1[N:16]([CH3:17])[C:15](=[O:18])[C:14]2[S:19][C:20]3[CH2:25][CH2:24][CH2:23][CH2:22][C:21]=3[C:13]=2[C:12]=1[C:26]1[C:27]([CH3:36])=[C:28]2[C:33](=[CH:34][CH:35]=1)[O:32][CH2:31][CH2:30][CH2:29]2)[C:7]([O:9]C)=[O:8])([CH3:4])([CH3:3])[CH3:2].O.[OH-].[Li+].Cl>O1CCCC1.O>[C:1]([O:5][CH:6]([C:11]1[N:16]([CH3:17])[C:15](=[O:18])[C:14]2[S:19][C:20]3[CH2:25][CH2:24][CH2:23][CH2:22][C:21]=3[C:13]=2[C:12]=1[C:26]1[C:27]([CH3:36])=[C:28]2[C:33](=[CH:34][CH:35]=1)[O:32][CH2:31][CH2:30][CH2:29]2)[C:7]([OH:9])=[O:8])([CH3:4])([CH3:3])[CH3:2] |f:1.2.3|. Procedure details: To a solution of compound methyl 2-(tert-butoxy)-2-(2-methyl-4-(5-methylchroman-6-yl)-1-oxo-1,2,5,6,7,8-hexahydrobenzo[4,5]thieno[2,3-c]pyridin-3-yl)acetate (20 mg, 0.04 mmol) in Tetrahydrofuran (THF) (3 mL) and Water (3 mL) was added lithium hydroxide hydrate (20 mg, 0.48 mmol). The mixture was stirred at 65° C. for overnight. The reaction was cooled to room temperature, and solvent was removed by concentrated under reduced pressure to afford an oil, which was acidified with 1N aqueous HCl to p...